From a dataset of the Open Reaction Database (ORD), a public repository of structured organic reaction records. describe an organic reaction: reactants, conditions, products, and yield Starting materials: IC=1SC=CC1CC1=CC=C(C=C1)F (2-iodo-3-(4fluorophenylmethyl)thiophene), C[Mg]Br (methylmagnesium bromide). The reagents and catalysts are Cl[Ni]1([P](CCC[P](C2=CC=CC=C2)1C3=CC=CC=C3)(C4=CC=CC=C4)C5=CC=CC=C5)Cl (dichloro [1,3-bis(diphenylphosphino)propane]nickel(II)). Solvent: CCOCC (ether). Run at time 17 hour. Yields the product CC=1SC=CC1CC1=CC=C(C=C1)F (2-methyl-3-(4-fluorophenylmethyl)thiophene). Isolated yield 48.0%. As a reaction SMILES: I[C:2]1[S:3][CH:4]=[CH:5][C:6]=1[CH2:7][C:8]1[CH:13]=[CH:12][C:11]([F:14])=[CH:10][CH:9]=1.[CH3:15][Mg]Br>CCOCC.Cl[Ni]1(Cl)[P](C2C=CC=CC=2)(C2C=CC=CC=2)CCC[P]1(C1C=CC=CC=1)C1C=CC=CC=1>[CH3:15][C:2]1[S:3][CH:4]=[CH:5][C:6]=1[CH2:7][C:8]1[CH:13]=[CH:12][C:11]([F:14])=[CH:10][CH:9]=1 |^1:25,41|. Reported procedure: The 2-iodo-3-(4-fluorophenylmethyl)thiophene prepared in step 1 was taken up in ether and methylmagnesium bromide (3.0M in ether, 2.42 mL, 7.26 mmol) and dichloro [1,3-bis(diphenylphosphino)propane]nickel(II) (164 mg, 0.302 mmol) were added and the reaction mixture was stirred for 17 hours at ambient temperature. The reaction mixture was quenched with saturated aqueous NH4Cl and extracted with ethyl acetate. The organic phase was washed with 1N aqueous H3PO4, saturated aqueous NaHCO3, saturated ... Reactants: CN1CCN(CC1)CC1=C(C=C(C(=O)O)C=C1)C(F)(F)F (4-[(4-methyl-1-piperazinyl)methyl]-3-(trifluoromethyl)-benzoic acid), IC=1C=C(N)C=CC1C (3-Iodo-4-methylaniline), Cl.CN(CCCN=C=NCC)C (N-(3-dimethylaminopropyl)-N′-ethylcarbodiimide hydrochloride), O.ON1N=NC2=C1C=CC=C2 (N-hydroxybenzotriazole monohydrate). Solvent: C(C)N(CC)CC (triethylamine), C(Cl)Cl (DCM). Conditions: time 3 day. Yields the product IC=1C=C(C=CC1C)NC(C1=CC(=C(C=C1)CN1CCN(CC1)C)C(F)(F)F)=O (N-(3-Iodo-4-methylphenyl)-4-((4-methylpiperazin-1-yl)methyl)-3-(trifluoromethyl)benzamide). Yield: 50.0%. RXN SMILES: [CH3:1][N:2]1[CH2:7][CH2:6][N:5]([CH2:8][C:9]2[CH:17]=[CH:16][C:12]([C:13]([OH:15])=O)=[CH:11][C:10]=2[C:18]([F:21])([F:20])[F:19])[CH2:4][CH2:3]1.[I:22][C:23]1[CH:24]=[C:25]([CH:27]=[CH:28][C:29]=1[CH3:30])[NH2:26].Cl.CN(C)CCCN=C=NCC.O.ON1C2C=CC=CC=2N=N1>C(N(CC)CC)C.C(Cl)Cl>[I:22][C:23]1[CH:24]=[C:25]([NH:26][C:13](=[O:15])[C:12]2[CH:16]=[CH:17][C:9]([CH2:8][N:5]3[CH2:6][CH2:7][N:2]([CH3:1])[CH2:3][CH2:4]3)=[C:10]([C:18]([F:21])([F:20])[F:19])[CH:11]=2)[CH:27]=[CH:28][C:29]=1[CH3:30] |f:2.3,4.5|. Procedure details: To a flask containing 1.0 g (2.67 mmol) of 4-[(4-methyl-1-piperazinyl)methyl]-3-(trifluoromethyl)-benzoic acid (CAS#859027-02-4; prepared according to Asaki, T. et al. Bioorg. Med. Chem. Lett. (2006), 16, 1421-1425), 0.62 g (2.67 mmol) of 3-Iodo-4-methylaniline, 0.77 g (4.0 mmol) of N-(3-dimethylaminopropyl)-N′-ethylcarbodiimide hydrochloride (EDAC), and 0.43 g (3.2 mmol) of N-hydroxybenzotriazole monohydrate (HOBt H2O) was added 5 mL of DCM and 5 mL of triethylamine. The solution was stirred at...